Dataset: the Open Reaction Database (ORD), a public repository of structured organic reaction records. Task: describe an organic reaction: reactants, conditions, products, and yield The reactants are [I-].[Na+] (sodium iodide), C([O-])([O-])=O.[K+].[K+] (potassium carbonate), C(C)#N (acetonitrile), CNCC1=NC2=CC=CC=C2C=C1 (2-(methylaminomethyl)quinoline), ClCCCC1=C(C=CC(=C1)[N+](=O)[O-])OC1=C(C=C(C=C1)[N+](=O)[O-])CCCCl (3-chloropropyl-4-nitrophenyl ether). Reaction conditions: temperature 80 celsius, time 8 hour. Yields the product [N+](=O)([O-])C1=CC=C(OCCCOCNCN2CC=CC3=CC=CC=C23)C=C1 (N-[(4-Nitrophenoxy)propoxy[methyl]]aminomethylquinoline). Isolated yield 36.0%. RXN SMILES: CNC[C:4]1[CH:13]=[CH:12][C:11]2[C:6](=[CH:7][CH:8]=[CH:9][CH:10]=2)[N:5]=1.[I-].[Na+].[C:16](=[O:19])([O-])[O-].[K+].[K+].ClCCC[C:26]1[CH:31]=[C:30]([N+:32]([O-:34])=[O:33])[CH:29]=[CH:28][C:27]=1[O:35][C:36]1C=CC([N+]([O-])=O)=[CH:38][C:37]=1CCCCl.[C:49](#[N:51])C>>[N+:32]([C:30]1[CH:31]=[CH:26][C:27]([O:35][CH2:36][CH2:37][CH2:38][O:19][CH2:16][NH:51][CH2:49][N:5]2[C:6]3[C:11](=[CH:10][CH:9]=[CH:8][CH:7]=3)[CH:12]=[CH:13][CH2:4]2)=[CH:28][CH:29]=1)([O-:34])=[O:33] |f:1.2,3.4.5|. Procedure: To a stirred suspension of 2-(methylaminomethyl)quinoline, prepared by the procedure of Example 3, Step 1, (3.67 g, 21.35 mmol), sodium iodide (2.78 g, 18.56 mmol), and potassium carbonate (3.08 g, 138.21 mmol) in acetonitrile (80 mL) was added 3-chloropropyl-4-nitrophenyl ether (4.00 g, 18.56 mmol). The mixture was stirred at 80° C. overnight, concentrated and partitioned between 10% K2CO3 and ethyl acetate. The organic phase was washed with brine, dried (MgSO4), and concentrated to afford an o... The reactants are S1C(=NC=C1)C([C@H]1N(CCC1)C([C@@H](NC([C@@H](NC(=O)OC(C)(C)C)C)=O)C(C)C)=O)O (2-[([1,3]-Thiazol-2-yl)hydroxymethyl]-1-{N -[N-(tertbutyloxycarbonyl) (L)-Alanyl]-(L)-Valinyl}-(2S)-pyrrolidine), TEA, C(C(=O)Cl)(=O)Cl (oxalylchloride), CS(=O)C (DMSO). Product: S1C(=NC=C1)C(=O)[C@H]1N(CCC1)C([C@@H](NC([C@@H](NC(=O)OC(C)(C)C)C)=O)C(C)C)=O (2-[([1,3]-Thiazol-2-yl)carbonyl]-1-{N-[N-(tertbutyloxycarbonyl)(L)-Alanyl]-(L)-Valinyl}-(2S)-pyrrolidine). RXN SMILES: [S:1]1[CH:5]=[CH:4][N:3]=[C:2]1[CH:6]([OH:31])[C@@H:7]1[CH2:11][CH2:10][CH2:9][N:8]1[C:12](=[O:30])[C@H:13]([CH:27]([CH3:29])[CH3:28])[NH:14][C:15](=[O:26])[C@H:16]([CH3:25])[NH:17][C:18]([O:20][C:21]([CH3:24])([CH3:23])[CH3:22])=[O:19].C(Cl)(=O)C(Cl)=O.CS(C)=O>>[S:1]1[CH:5]=[CH:4][N:3]=[C:2]1[C:6]([C@@H:7]1[CH2:11][CH2:10][CH2:9][N:8]1[C:12](=[O:30])[C@H:13]([CH:27]([CH3:29])[CH3:28])[NH:14][C:15](=[O:26])[C@H:16]([CH3:25])[NH:17][C:18]([O:20][C:21]([CH3:23])([CH3:24])[CH3:22])=[O:19])=[O:31]. Procedure details: 38 (0.15 g, 0.33 mmol), oxalylchloride (0.05 ml, 0.59 mmol), DMSO (0.06 ml, 0.82 mmol), TEA (0.12 ml, 1.32 mmol)